From a dataset of the Open Reaction Database (ORD), a public repository of structured organic reaction records. describe an organic reaction: reactants, conditions, products, and yield Product: CC12CCC3C(CC=C4CC(=O)C=CC43COC3CCCCO3)C1CCC2=O. Reactants: CC(C)(C)[O-], CS(C)=O, [Cl-], [K+], [NH4+], CC12CCC3C(CCC4=CC(=O)C=CC43COC3CCCCO3)C1CCC2=O. As a reaction SMILES: [CH3:1][C:2]([CH3:3])([O-:4])[CH3:5].[CH3:37][S:38]([CH3:39])=[O:40].[Cl-:35].[K+:6].[NH4+:36].[O:7]1[CH:8]([O:13][CH2:14][C:15]23[CH:16]=[CH:17][C:18](=[O:34])[CH:19]=[C:20]2[CH2:21][CH2:22][CH:23]2[CH:24]4[CH2:25][CH2:26][C:27](=[O:33])[C:28]4([CH3:29])[CH2:30][CH2:31][CH:32]32)[CH2:9][CH2:10][CH2:11][CH2:12]1>>[O:7]1[CH:8]([O:13][CH2:14][C:15]23[CH:16]=[CH:17][C:18](=[O:34])[CH2:19][C:20]2=[CH:21][CH2:22][CH:23]2[CH:24]4[CH2:25][CH2:26][C:27](=[O:33])[C:28]4([CH3:29])[CH2:30][CH2:31][CH:32]32)[CH2:9][CH2:10][CH2:11][CH2:12]1. Conditions: temperature 60 celsius, time 2 hour. Procedure details: A mixture of 0.2 mol (25.2 g) of dimethyl sulphate and 0.2 mol (17 g) of 2-pyrrolidinone is heated at 60° C. overnight. The reaction mixture is poured into a saturated iced K2CO3 solution. The aqueous phase is extracted twice with ether, and the combined organic phases are dried and concentrated. The residue is then distilled under reduced pressure. 2 mrnmol of the resulting product are dissolved in 20 ml of methanol, and 2 mmol (295 mg) of dicyclopropylmethylamine hydrochloride are added. The r... Product: Cl.C1(CC1)C(NC=1CCCN1)C1CC1 (N-(Dicyclopropymethyl)-3,4-dihydro-2H-pyrrol-5-amine hydrochloride). Starting materials: Cl.C1(CC1)C(C1CC1)N (dicyclopropylmethylamine hydrochloride), S(=O)(=O)(OC)OC (dimethyl sulphate), N1C(CCC1)=O (2-pyrrolidinone), C(=O)([O-])[O-].[K+].[K+] (K2CO3). RXN SMILES: S(OC)(OC)(=O)=O.[NH:8]1[CH2:12][CH2:11][CH2:10][C:9]1=O.C([O-])([O-])=O.[K+].[K+].[ClH:20].[CH:21]1([CH:24]([NH2:28])[CH:25]2[CH2:27][CH2:26]2)[CH2:23][CH2:22]1>>[ClH:20].[CH:21]1([CH:24]([CH:25]2[CH2:27][CH2:26]2)[NH:28][C:9]2[CH2:10][CH2:11][CH2:12][N:8]=2)[CH2:23][CH2:22]1 |f:2.3.4,5.6,7.8|. Reactants: Cl.CN(CCCN=C=NCC)C (1-(3-Dimethylaminopropyl)-3-ethylcarbodiimide hydrochloride), C(C)(C)(C)OC(=O)NC(C(=O)O)CNC1=C(C=CC=C1)N (2-tert-butoxycarbonylamino-3-(2-aminophenylamino)propionic acid), C(C)(=O)OCC (ethyl acetate). The solvent is CN(C=O)C (dimethylformamide). Reaction conditions: time 18 hour. Yields the product COC(CN1C2=C(NCC(C1=O)NC(=O)OC(C)(C)C)C=CC=C2)=O ((3-tert-Butoxycarbonylamino-2-oxo-2,3,4,5-tetrahydro-benzo[b ][1,4]diazepin-1-yl)acetic acid methyl ester). Isolated yield 71.0%. RXN SMILES: Cl.CN(C)CCCN=C=NCC.[C:13]([O:17][C:18]([NH:20][CH:21]([CH2:25][NH:26][C:27]1[CH:32]=[CH:31][CH:30]=[CH:29][C:28]=1[NH2:33])[C:22]([OH:24])=O)=[O:19])([CH3:16])([CH3:15])[CH3:14].[C:34]([O:37][CH2:38]C)(=[O:36])[CH3:35]>CN(C)C=O>[CH3:38][O:37][C:34](=[O:36])[CH2:35][N:33]1[C:22](=[O:24])[CH:21]([NH:20][C:18]([O:17][C:13]([CH3:14])([CH3:15])[CH3:16])=[O:19])[CH2:25][NH:26][C:27]2[CH:32]=[CH:31][CH:30]=[CH:29][C:28]1=2 |f:0.1|. Reported procedure: Step A. 2(S)-tert-Butoxycarbonylamino-3-(2-nitrophenyl-amino)-propionic acid. 2-tert-Butoxycarbonylamino-3-aminopropionic acid (10 g, 49 mmol), 2-fluoronitrobenzene (5.7 ml, 54 mmol), and sodium bicarbonate (8.25 g, 98 mmol) was taken into 130 ml of dimethylformamide and heated at 80° C. for 18 hours. The reaction was evaporated in vacuo to give a viscous orange residue that was dissolved in 300 ml of water and extracted with diethyl ether (3×150 ml). The aqueous solution was acidified to pH 5 w...